This data is from the Open Reaction Database (ORD), a public repository of structured organic reaction records. The task is: describe an organic reaction: reactants, conditions, products, and yield The reactants are ClC=1C=NC=C(C1NC1=CC(NC2=C(C(=CC=C12)OC)O)=O)Cl (4-(3,5-dichloropyridin-4-ylamino)-8-hydroxy-7-methoxyquinolin-2(1H)-one), BrCCCCCBr (1,5-dibromopentane), CNC (dimethylamine). Product: ClC=1C=NC=C(C1NC1=CC(NC2=C(C(=CC=C12)OC)OCCCCCN(C)C)=O)Cl (4-(3,5-Dichloropyridin-4-ylamino)-8-(5-(dimethylamino)pentyloxy)-7-methoxyquinolin-2(1H)-one). Reaction SMILES: [Cl:1][C:2]1[CH:3]=[N:4][CH:5]=[C:6]([Cl:23])[C:7]=1[NH:8][C:9]1[C:18]2[C:13](=[C:14]([OH:21])[C:15]([O:19][CH3:20])=[CH:16][CH:17]=2)[NH:12][C:11](=[O:22])[CH:10]=1.Br[CH2:25][CH2:26][CH2:27][CH2:28][CH2:29]Br.[CH3:31][NH:32][CH3:33]>>[Cl:1][C:2]1[CH:3]=[N:4][CH:5]=[C:6]([Cl:23])[C:7]=1[NH:8][C:9]1[C:18]2[C:13](=[C:14]([O:21][CH2:25][CH2:26][CH2:27][CH2:28][CH2:29][N:32]([CH3:33])[CH3:31])[C:15]([O:19][CH3:20])=[CH:16][CH:17]=2)[NH:12][C:11](=[O:22])[CH:10]=1. Procedure: The title compound was prepared from 4-(3,5-dichloropyridin-4-ylamino)-8-hydroxy-7-methoxyquinolin-2(1H)-one (Example 11, Step 1), 1,5-dibromopentane, and dimethylamine following the procedures outlined in Example 13. 1H NMR (400 MHz, DMSO-d6): δ 9.91 (s, 1H), 8.83 (s, 1H), 8.75 (s, 2H), 7.87 (d, 1H), 7.04 (d, 1H), 4.77 (s, 1H), 3.96 (t, 2H), 3.90 (s, 3H), 2.19 (t, 2H), 2.10 (s, 6H), 1.76 (m, 2H), 1.48-1.32 (m, 4H) MS (ESI): 465.0. Yields the product CC(C)(C)CN1CCN(c2ccc([N+](=O)[O-])cc2)CC1. Reaction SMILES: [BH3:25].[CH2:26]1[O:27][CH2:28][CH2:29][CH2:30]1.[CH3:1][C:2]([C:3](=[O:4])[N:5]1[CH2:6][CH2:7][N:8]([c:11]2[cH:12][cH:13][c:14]([N+:17](=[O:18])[O-:19])[cH:15][cH:16]2)[CH2:9][CH2:10]1)([CH3:20])[CH3:21].[CH3:22][S:23][CH3:24]>>[CH3:1][C:2]([CH2:3][N:5]1[CH2:6][CH2:7][N:8]([c:11]2[cH:12][cH:13][c:14]([N+:17](=[O:18])[O-:19])[cH:15][cH:16]2)[CH2:9][CH2:10]1)([CH3:20])[CH3:21]. The reactants are B, C1CCOC1, CC(C)(C)C(=O)N1CCN(c2ccc([N+](=O)[O-])cc2)CC1, CSC.